This data is from the Open Reaction Database (ORD), a public repository of structured organic reaction records. The task is: describe an organic reaction: reactants, conditions, products, and yield The reactants are C[Si](C)(C)C#N (Trimethylsilyl cyanide), NC1=CC=C(C=C1)CC(=O)O (4-aminophenylacetic acid), C1(CCC1)=O (cyclobutanone). Run in O1CCOCC1 (dioxane). Reaction conditions: temperature 80 celsius, time 8 hour. Product: C(#N)C1(CCC1)NC1=CC=C(C=C1)CC(=O)O ([4-(1-cyanocyclobutylamino)phenyl]acetic acid). Isolated yield 99.0%. As a reaction SMILES: C[Si]([C:5]#[N:6])(C)C.[NH2:7][C:8]1[CH:13]=[CH:12][C:11]([CH2:14][C:15]([OH:17])=[O:16])=[CH:10][CH:9]=1.[C:18]1(=O)[CH2:21][CH2:20][CH2:19]1>O1CCOCC1>[C:5]([C:18]1([NH:7][C:8]2[CH:9]=[CH:10][C:11]([CH2:14][C:15]([OH:17])=[O:16])=[CH:12][CH:13]=2)[CH2:21][CH2:20][CH2:19]1)#[N:6]. Reported procedure: Trimethylsilyl cyanide (0.69 g, 7 mmol) was added dropwise to a mixture of 4-aminophenylacetic acid (0.755 g, 5 mmol) and cyclobutanone (0.49 g, 7 mmol) in dioxane (20 ml). The mixture was stirred for 8 hours at 80° C. The mixture was concentrated and chromatographed (dichloromethane:acetone, 60:40) to yield [4-(1-cyanocyclobutylamino)phenyl]acetic acid (46a) (1.138 g, 4.95 mmol, 99%) as a white solid. The reactants are Cl.CNC(=N)CCN1C(OCC1)=O (N-[2-(N-methylamidino)ethyl]oxazolidinone Hydrochloride), Br (HBr). Solvent: CC(=O)O (AcOH). Run at time 8 hour. The product is Br.Br.CNC(=N)CCNCCBr (2-(N-Methylamidinoethylamino)ethyl Bromide Dihydrobromide). Yield: 80.0%. As a reaction SMILES: Cl.[CH3:2][NH:3][C:4]([CH2:6][CH2:7][N:8]1[CH2:12][CH2:11]OC1=O)=[NH:5].[BrH:14]>CC(O)=O>[BrH:14].[BrH:14].[CH3:2][NH:3][C:4]([CH2:6][CH2:7][NH:8][CH2:12][CH2:11][Br:14])=[NH:5] |f:0.1,4.5.6|. Reported procedure: Compound 19 (10 g, 0.048 mol) was added in portions to a well stirred saturated solution of 100 mL of HBr in AcOH at room temperature. After addition, the mixture was stirred overnight, the precipitated solid was separated by filtration, washed with ether (200 mL) and dried in vacuo over KOH. Recrystallization from methanol-ether afforded 14.2 g (80%) of 20 as colorless crystals: mp 155° C. (dec); 1H NMR (CD3OD) δ 2.96 (s, 3, NCH3), 3.05 [t, 2, CH2CH2 (NH)], 3.49-3.64 (m, 4, CH2N--CH2) and 3.8 (...